Dataset: the Open Reaction Database (ORD), a public repository of structured organic reaction records. Task: describe an organic reaction: reactants, conditions, products, and yield RXN SMILES: [Br:1][CH2:2][CH2:3][CH2:4][O:5][c:6]1[cH:7][c:8](-[c:12]2[n:13][o:14][c:15]3[c:16]2[s:17][cH:18][cH:19]3)[cH:9][cH:10][cH:11]1.[C:29](=[O:30])([O-:31])[O-:32].[F:20][c:21]1[cH:22][cH:23][c:24]([CH2:25][NH2:26])[cH:27][cH:28]1.[K+:33].[K+:34]>>[CH2:2]([CH2:3][CH2:4][O:5][c:6]1[cH:7][c:8](-[c:12]2[n:13][o:14][c:15]3[c:16]2[s:17][cH:18][cH:19]3)[cH:9][cH:10][cH:11]1)[NH:26][CH2:25][c:24]1[cH:23][cH:22][c:21]([F:20])[cH:28][cH:27]1. Yields the product Fc1ccc(CNCCCOc2cccc(-c3noc4ccsc34)c2)cc1. The reactants are BrCCCOc1cccc(-c2noc3ccsc23)c1, O=C([O-])[O-], NCc1ccc(F)cc1, [K+], [K+]. Starting materials: CC(C)CCO, COc1cc2nc(Cl)nc(N)c2cc1OC, O=C1CCC(=O)N1C1CCNCC1. The product is Cl, COc1cc2nc(N3CCC(N4C(=O)CCC4=O)CC3)nc(N)c2cc1OC. Reaction SMILES: [CH2:30]([OH:31])[CH2:32][CH:33]([CH3:34])[CH3:35].[NH2:1][c:2]1[n:3][c:4]([Cl:16])[n:5][c:6]2[cH:7][c:8]([O:14][CH3:15])[c:9]([O:12][CH3:13])[cH:10][c:11]12.[NH:17]1[CH2:18][CH2:19][CH:20]([N:23]2[C:24](=[O:29])[CH2:25][CH2:26][C:27]2=[O:28])[CH2:21][CH2:22]1>>[ClH:16].[NH2:1][c:2]1[n:3][c:4]([N:17]2[CH2:18][CH2:19][CH:20]([N:23]3[C:24](=[O:29])[CH2:25][CH2:26][C:27]3=[O:28])[CH2:21][CH2:22]2)[n:5][c:6]2[cH:7][c:8]([O:14][CH3:15])[c:9]([O:12][CH3:13])[cH:10][c:11]12. The solvent is C(C)#N (acetonitrile). Yields the product COC=1C=CC2=C(C(CC3(CCN(CC3)NCCC3=CC(N(C(N3C)=O)C)=O)O2)=O)C1 (3,4-Dihydro-6-methoxy-1'-[2-(1,3-dimethylpyrimidine-2,4(1H,3H)-dione-6-yl)ethylamino]spiro[(2H)-1-benzopyran-2,4'-piperidine]-4-one). The yield is 10.5%. Reaction conditions: time 28 hour. Starting materials: COC=1C=CC2=C(C(CC3(CCNCC3)O2)=O)C1 (3,4-dihydro-6-methoxyspiro[(2H)-1-benzopyran-2,4'-piperidin]-4-one), C([O-])(O)=O.[Na+] (sodium bicarbonate), Cl.ClCCN (2-chloro ethylamine hydrochloride), ClC1=CC(N(C(N1C)=O)C)=O (6-chloro-1,3-dimethyluracil), C([O-])(O)=O.[Na+] (sodium bicarbonate). Procedure details: A suspension of 3,4-dihydro-6-methoxyspiro[(2H)-1-benzopyran-2,4'-piperidin]-4-one (0.284 g, 1 mmol) and sodium bicarbonate (0.42 g, 5 mmol) in acetonitrile was heated at reflux for 1 hour, 2-chloro ethylamine hydrochloride (0.116 g, 1 mmol) was added the solution was heated at reflux for 17 hours, 6-chloro-1,3-dimethyluracil (0.175 g, 1 mmol) and sodium bicarbonate (0.16 g, 2 mmol) were added. Refluxing was continued for 28 hours. After cooling, the reaction mixture was concentrated in vacuo to... Reaction SMILES: [CH3:1][O:2][C:3]1[CH:4]=[CH:5][C:6]2[O:16][C:10]3([CH2:15][CH2:14][NH:13][CH2:12][CH2:11]3)[CH2:9][C:8](=[O:17])[C:7]=2[CH:18]=1.C(=O)(O)[O-].[Na+].Cl.Cl[CH2:26][CH2:27][NH2:28].Cl[C:30]1[N:35]([CH3:36])[C:34](=[O:37])[N:33]([CH3:38])[C:32](=[O:39])[CH:31]=1>C(#N)C>[CH3:1][O:2][C:3]1[CH:4]=[CH:5][C:6]2[O:16][C:10]3([CH2:11][CH2:12][N:13]([NH:28][CH2:27][CH2:26][C:30]4[N:35]([CH3:36])[C:34](=[O:37])[N:33]([CH3:38])[C:32](=[O:39])[CH:31]=4)[CH2:14][CH2:15]3)[CH2:9][C:8](=[O:17])[C:7]=2[CH:18]=1 |f:1.2,3.4|. Isolated yield 55.0%. Solvent: C(Cl)(Cl)Cl (chloroform). Reported procedure: To 60.0 g. (0.17 mole) of 1-cyclohexyl-4-hydroxymethyl-3,3-diphenyl-2-pyrrolidinone in 400 ml. of chloroform was added 48.0 g. (0.40 mole) of thionylchloride with stirring. To this solution was added dropwise with ice bath cooling 40 g. (0.52 mole) of dry pyridine and the solution was refluxed for two hours. After concentrating in vacuo the residue was dissolved in chloroform and washed successively with dilute hydrochloric acid solution and dilute sodium hydroxide solution. The chloroform solut... Product: ClCC1C(C(N(C1)C1CCCCC1)=O)(C1=CC=CC=C1)C1=CC=CC=C1 (4-Chloromethyl-1-cyclohexyl-3,3-diphenyl-2-pyrrolidinone). As a reaction SMILES: [CH:1]1([N:7]2[CH2:11][CH:10]([CH2:12]O)[C:9]([C:20]3[CH:25]=[CH:24][CH:23]=[CH:22][CH:21]=3)([C:14]3[CH:19]=[CH:18][CH:17]=[CH:16][CH:15]=3)[C:8]2=[O:26])[CH2:6][CH2:5][CH2:4][CH2:3][CH2:2]1.S(Cl)([Cl:29])=O.N1C=CC=CC=1>C(Cl)(Cl)Cl>[Cl:29][CH2:12][CH:10]1[CH2:11][N:7]([CH:1]2[CH2:6][CH2:5][CH2:4][CH2:3][CH2:2]2)[C:8](=[O:26])[C:9]1([C:14]1[CH:19]=[CH:18][CH:17]=[CH:16][CH:15]=1)[C:20]1[CH:25]=[CH:24][CH:23]=[CH:22][CH:21]=1. Starting materials: C1(CCCCC1)N1C(C(C(C1)CO)(C1=CC=CC=C1)C1=CC=CC=C1)=O (1-cyclohexyl-4-hydroxymethyl-3,3-diphenyl-2-pyrrolidinone), S(=O)(Cl)Cl (thionylchloride), N1=CC=CC=C1 (pyridine). Starting materials: C(C1=CC=CC=C1)ON=C(C(=O)OC)C(=O)C (methyl 2-benzyloxyiminoacetoacetate), Cl.CON (methoxyamine hydrochloride). The solvent is CO (methanol). Yields the product C(C1=CC=CC=C1)ON=C(C(=O)OC)C(C)=NOC (methyl 2-benzyloxyimino-3-methoxyiminobutyrate). Yield: 83.2%. RXN SMILES: [CH2:1]([O:8][N:9]=[C:10]([C:15]([CH3:17])=O)[C:11]([O:13][CH3:14])=[O:12])[C:2]1[CH:7]=[CH:6][CH:5]=[CH:4][CH:3]=1.Cl.[CH3:19][O:20][NH2:21]>CO>[CH2:1]([O:8][N:9]=[C:10]([C:15](=[N:21][O:20][CH3:19])[CH3:17])[C:11]([O:13][CH3:14])=[O:12])[C:2]1[CH:7]=[CH:6][CH:5]=[CH:4][CH:3]=1 |f:1.2|. Procedure details: To a solution of 4.0 g (17 mol) of methyl 2-benzyloxyiminoacetoacetate in 50 ml of methanol, 1.56 g (18.7 mmol) of methoxyamine hydrochloride was added and the mixture was heated under reflux for 3 hours. After distilling the solvent off under reduced pressure, 50 ml of water was added and the mixture was extracted twice with 50 ml of diethylether and then washed with water and a saturated aqueous sodium chloride. The organic layer was dried over with anhydrous magnesium sulfate and the solvent ... The reactants are CSC1=CC=C(C=O)C=C1 (4-methylsulfanylbenzaldehyde), C(CCC)[Li] (n-butyllithium), CCCCCC (n-hexane), C1(=CC=CC=C1)S(=O)(=O)N1C=CC=2C1=NC=CC2 (1-benzenesulfonyl-1H-pyrrolo[2,3-b]pyridine). Solvent: O1CCCC1 (tetrahydrofuran). Run at temperature -78 celsius, time 5 minute. The product is C1(=CC=CC=C1)S(=O)(=O)N1C(=CC=2C1=NC=CC2)C(O)C2=CC=C(C=C2)SC ((1-benzenesulfonyl-1H-pyrrolo[2,3-b]pyridin-2-yl)-(4-methylsulfanyl-phenyl)-methanol). Yield: 107.9%. Reaction SMILES: [C:1]1([S:7]([N:10]2[C:14]3=[N:15][CH:16]=[CH:17][CH:18]=[C:13]3[CH:12]=[CH:11]2)(=[O:9])=[O:8])[CH:6]=[CH:5][CH:4]=[CH:3][CH:2]=1.C([Li])CCC.CCCCCC.[CH3:30][S:31][C:32]1[CH:39]=[CH:38][C:35]([CH:36]=[O:37])=[CH:34][CH:33]=1>O1CCCC1>[C:1]1([S:7]([N:10]2[C:14]3=[N:15][CH:16]=[CH:17][CH:18]=[C:13]3[CH:12]=[C:11]2[CH:36]([C:35]2[CH:38]=[CH:39][C:32]([S:31][CH3:30])=[CH:33][CH:34]=2)[OH:37])(=[O:9])=[O:8])[CH:2]=[CH:3][CH:4]=[CH:5][CH:6]=1. Reported procedure: To a suspension of 1-benzenesulfonyl-1H-pyrrolo[2,3-b]pyridine (6.0 g, 23.3 mmol) in dry tetrahydrofuran (300 mL) at −78° C. was added n-butyllithium in n-hexane (1.6 M, 10 mL, 16 mmol). The mixture was stirred at −78° C. for 5 min and then treated with 4-methylsulfanylbenzaldehyde (2.4 g, 15.8 mmol) dropwise. The resulting mixture was stirred at −78° C. for 1 h and quenched with brine. The mixture was extracted with ethyl acetate (2×500 mL), washed with brine, dried over anhydrous sodium sulfat... The reactants are S(=O)(=O)([O-])S(=O)[O-].[Na+].[Na+] (sodium metabisulfite), [OH-].[Na+] (NaOH), ClC1=NC(=CC(=C1)C)Cl (2,6-dichloro-4-methylpyridine), FC(C(=O)OC(C(F)(F)F)=O)(F)F (trifluoroacetic acid anhydride), [N+](=O)(O)[O-] (nitric acid). The solvent is O (water). Conditions: temperature 0 celsius, time 18 hour. Product: ClC1=NC(=CC(=C1[N+](=O)[O-])C)Cl (2,6-dichloro-4-methyl-3-nitropyridine). Isolated yield 92.9%. RXN SMILES: [Cl:1][C:2]1[CH:7]=[C:6]([CH3:8])[CH:5]=[C:4]([Cl:9])[N:3]=1.FC(F)(F)C(OC(=O)C(F)(F)F)=O.[N+:23]([O-])([OH:25])=[O:24].S(S([O-])=O)([O-])(=O)=O.[Na+].[Na+].[OH-].[Na+]>O>[Cl:1][C:2]1[C:7]([N+:23]([O-:25])=[O:24])=[C:6]([CH3:8])[CH:5]=[C:4]([Cl:9])[N:3]=1 |f:3.4.5,6.7|. Procedure: To a suspension of 2,6-dichloro-4-methylpyridine (1 g, 6.17 mmol) in trifluoroacetic acid anhydride (5 mL, 35.4 mmol) cooled down to 0° C. was added dropwise nitric acid (0.579 mL, 12.96 mmol) into it. The resulting solution was stirred at RT for 18 hr. The reaction mixture was added slowly to a chilled solution of sodium metabisulfite (1.183 g, 6.17 mmol) in water (8 mL) and stirred at RT for 2 hr. The reaction mixture was neutralized to pH 7 using 8N NaOH solution and extracted twice with CH2C...